This data is from the Open Reaction Database (ORD), a public repository of structured organic reaction records. The task is: describe an organic reaction: reactants, conditions, products, and yield Starting materials: BrC1=CC=C(C=C1)O (4-bromophenol), sulphonic acid, CC(C)=C (isobutylene). Conditions: temperature 80 celsius. Yields the product C(C)(C)(C)C1=C(C=CC(=C1)Br)O (2-tert-butyl-4-bromophenol). Reaction SMILES: [Br:1][C:2]1[CH:7]=[CH:6][C:5]([OH:8])=[CH:4][CH:3]=1.[CH3:9][C:10](=[CH2:12])[CH3:11]>>[C:10]([C:6]1[CH:7]=[C:2]([Br:1])[CH:3]=[CH:4][C:5]=1[OH:8])([CH3:12])([CH3:11])[CH3:9]. Procedure details: 80.00 g (426.0 mmol) of 4-bromophenol and 8.00 g of Dowex 50WX8 sulphonic acid resin are mixed in a 250 ml three-necked flask. The mixture is heated to 80° C. and a stream of isobutylene is passed through for 30 hours. The reaction mixture is cooled and the residue is purified by passing through a silica column eluted with a mixture composed of 95% dichloromethane and of 5% heptane. 88.00 g (90%) of the expected compound are collected in the form of a yellow oil. Reactants: CO, Cl, CC(NC(CO)C(C(F)(F)F)C(F)(F)F)c1ccccc1. Yields the product Cl, NC(CO)C(C(F)(F)F)C(F)(F)F. RXN SMILES: [CH3:23][OH:24].[ClH:1].[F:2][C:3]([CH:4]([CH:5]([CH2:6][OH:7])[NH:8][CH:9]([c:10]1[cH:11][cH:12][cH:13][cH:14][cH:15]1)[CH3:16])[C:17]([F:18])([F:19])[F:20])([F:21])[F:22]>>[ClH:1].[F:2][C:3]([CH:4]([CH:5]([CH2:6][OH:7])[NH2:8])[C:17]([F:18])([F:19])[F:20])([F:21])[F:22]. The reactants are O=C([O-])O, CCOC(C)=O, O=C(Cl)C1CCCCC1, NC(Cc1ccc(F)cc1)C(O)c1ccc(F)cc1, [Na+], O. Product: O=C(NC(Cc1ccc(F)cc1)C(O)c1ccc(F)cc1)C1CCCCC1. As a reaction SMILES: [C:29](=[O:30])([O-:31])[OH:32].[CH3:34][CH2:35][O:36][C:37](=[O:38])[CH3:39].[CH:20]1([C:26](=[O:27])[Cl:28])[CH2:21][CH2:22][CH2:23][CH2:24][CH2:25]1.[NH2:1][CH:2]([CH:3]([OH:4])[c:5]1[cH:6][cH:7][c:8]([F:11])[cH:9][cH:10]1)[CH2:12][c:13]1[cH:14][cH:15][c:16]([F:19])[cH:17][cH:18]1.[Na+:33].[OH2:40]>>[NH:1]([CH:2]([CH:3]([OH:4])[c:5]1[cH:6][cH:7][c:8]([F:11])[cH:9][cH:10]1)[CH2:12][c:13]1[cH:14][cH:15][c:16]([F:19])[cH:17][cH:18]1)[C:26]([CH:20]1[CH2:21][CH2:22][CH2:23][CH2:24][CH2:25]1)=[O:27]. The reactants are FeCl3, Cl (HCl), BrC1=CC2=CC(=CC=C2C=C1)Br (2,7-dibromonaphthalene), N#N (N2), N1=CC=CC=C1 (pyridine). Solvent: O (water), [Cl-].[Na+].O (brine), CN1C(CCC1)=O (1-methyl-2-pyrrolidinone). Reaction conditions: temperature 180 celsius, time 1 hour. Product: BrC1=CC=C2C=CC(=CC2=C1)C#N (7-bromo-2-naphthonitrile). Isolated yield 39.0%. Reaction SMILES: Br[C:2]1[CH:11]=[CH:10][C:9]2[C:4](=[CH:5][C:6]([Br:12])=[CH:7][CH:8]=2)[CH:3]=1.N#N.[N:15]1C=CC=C[CH:16]=1.Cl>CN1CCCC1=O.[Cl-].[Na+].O.O>[Br:12][C:6]1[CH:5]=[C:4]2[C:9]([CH:10]=[CH:11][C:2]([C:16]#[N:15])=[CH:3]2)=[CH:8][CH:7]=1 |f:5.6.7|. Procedure: A solution of 2,7-dibromonaphthalene (189) (20.0 g, 0.07 mol) in 1-methyl-2-pyrrolidinone (60 mL) was purged with N2 for 10 min. CUCN (7.52 g, 0.09 mol) and pyridine (0.5 mL) were added and the mixture was heated at 180° C. under N2 for 1.5 h. After cooling to 80° C., FeCl3 (40 g), water (200 mL) and conc. HCl (50 mL) were added and the mixture was stirred for 1 h at 80° C. The mixture was cooled, brine was added, and the mixture was extracted with CH2Cl2 (×3). The organic extracts were washed w...